This data is from the Open Reaction Database (ORD), a public repository of structured organic reaction records. The task is: describe an organic reaction: reactants, conditions, products, and yield The reactants are O=[N+]([O-])c1ccc(CCBr)cc1, O=C(O)C(O)C(O)C(=O)O, O=C([O-])[O-], CC1CCCN1, CCOCC, [K+], [K+], CN(C)C=O. Yields the product CC1CCCN1CCc1ccc([N+](=O)[O-])cc1. Reaction SMILES: [Br:17][CH2:18][CH2:19][c:20]1[cH:21][cH:22][c:23]([N+:26](=[O:27])[O-:28])[cH:24][cH:25]1.[C:1]([CH:2]([CH:3]([C:4]([OH:5])=[O:6])[OH:7])[OH:8])([OH:9])=[O:10].[C:29](=[O:30])([O-:31])[O-:32].[CH3:11][CH:12]1[NH:13][CH2:14][CH2:15][CH2:16]1.[CH3:40][CH2:41][O:42][CH2:43][CH3:44].[K+:33].[K+:34].[O:35]=[CH:36][N:37]([CH3:38])[CH3:39]>>[CH3:11][CH:12]1[N:13]([CH2:18][CH2:19][c:20]2[cH:21][cH:22][c:23]([N+:26](=[O:27])[O-:28])[cH:24][cH:25]2)[CH2:14][CH2:15][CH2:16]1. The reactants are C=CC(=O)OC, O=Cc1ccc([N+](=O)[O-])cc1[N+](=O)[O-], C1COCCO1, O. Yields the product C=C(C(=O)OC)C(O)c1ccc([N+](=O)[O-])cc1[N+](=O)[O-]. RXN SMILES: [C:15]([CH:16]=[CH2:17])(=[O:18])[O:19][CH3:20].[N+:1](=[O:2])([O-:3])[c:4]1[c:5]([CH:6]=[O:7])[cH:8][cH:9][c:10]([N+:12](=[O:13])[O-:14])[cH:11]1.[O:21]1[CH2:22][CH2:23][O:24][CH2:25][CH2:26]1.[OH2:27]>>[N+:1](=[O:2])([O-:3])[c:4]1[c:5]([CH:6]([OH:7])[C:16]([C:15](=[O:18])[O:19][CH3:20])=[CH2:17])[cH:8][cH:9][c:10]([N+:12](=[O:13])[O-:14])[cH:11]1.